Dataset: the Open Reaction Database (ORD), a public repository of structured organic reaction records. Task: describe an organic reaction: reactants, conditions, products, and yield The reactants are CC(=O)c1cc(C(C)=O)cc([N+](=O)[O-])c1, Cl, O, O, Cl[Sn]Cl. The product is CC(=O)c1cc(N)cc(C(C)=O)c1. Reaction SMILES: [C:6]([CH3:7])(=[O:8])[c:9]1[cH:10][c:11]([N+:18]([O-:19])=[O:20])[cH:12][c:13]([C:15]([CH3:16])=[O:17])[cH:14]1.[ClH:21].[OH2:1].[OH2:2].[Sn:3]([Cl:4])[Cl:5]>>[C:6]([CH3:7])(=[O:8])[c:9]1[cH:10][c:11]([NH2:18])[cH:12][c:13]([C:15]([CH3:16])=[O:17])[cH:14]1.